Dataset: the Open Reaction Database (ORD), a public repository of structured organic reaction records. Task: describe an organic reaction: reactants, conditions, products, and yield The reactants are C1(=CC=CC=C1)C1=CC(=NC2=CC=CC=C12)OCCCCCC(=O)O (6-[(4-phenyl-2-quinolyl)oxy]hexanoic acid), C(=O)(N1C=NC=C1)N1C=NC=C1 (1,1'-carbonyldiimidazole), N1CCCC1 (pyrrolidine). Run in O1CCCC1 (tetrahydrofuran). Yields the product C1(=CC=CC=C1)C1=CC(=NC2=CC=CC=C12)OCCCCCC(=O)N1CCCC1 (1-[6-(4-phenyl-2-quinolyloxy)hexanoyl]pyrrolidine). Reaction SMILES: [C:1]1([C:7]2[C:16]3[C:11](=[CH:12][CH:13]=[CH:14][CH:15]=3)[N:10]=[C:9]([O:17][CH2:18][CH2:19][CH2:20][CH2:21][CH2:22][C:23](O)=[O:24])[CH:8]=2)[CH:6]=[CH:5][CH:4]=[CH:3][CH:2]=1.C(N1C=CN=C1)(N1C=CN=C1)=O.[NH:38]1[CH2:42][CH2:41][CH2:40][CH2:39]1>O1CCCC1>[C:1]1([C:7]2[C:16]3[C:11](=[CH:12][CH:13]=[CH:14][CH:15]=3)[N:10]=[C:9]([O:17][CH2:18][CH2:19][CH2:20][CH2:21][CH2:22][C:23]([N:38]3[CH2:42][CH2:41][CH2:40][CH2:39]3)=[O:24])[CH:8]=2)[CH:6]=[CH:5][CH:4]=[CH:3][CH:2]=1. Procedure details: To a solution of 5 g of 6-[(4-phenyl-2-quinolyl)oxy]hexanoic acid in 120 cc of tetrahydrofuran is added 2.9 g of 1,1'-carbonyldiimidazole. The mixture is stirred for 2 hours to 50° C. After cooling, 1.3 g of pyrrolidine is added and the mixture is stirred at room temperature overnight. The tetrahydrofuran is removed in vacuo and the residue partitioned between ethyl acetate and water. The ethyl acetate solution is washed with water, dried (Na2SO4), filtered and concentrated in vacuo. The resulta... Starting materials: FCCN(C(OC(C)(C)C)=O)[C@@H]1CN(CC1)[C@@H](C(F)(F)F)C=1C=NC(=CC1)NN (tert-butyl 2-fluoroethyl((S)-1-((R)-2,2,2-trifluoro-1-(6-hydrazinylpyridin-3-yl)ethyl)pyrrolidin-3-yl)carbamate), C(N)([O-])=O (carbamate), C(C)(C)OC=1C=CC=C2C=CC(=NC12)C=O (8-isopropoxyquinoline-2-carbaldehyde). Product: FCCN(C(OC(C)(C)C)=O)[C@@H]1CN(CC1)[C@@H](C(F)(F)F)C=1C=CC=2N(C1)C(=NN2)C2=NC1=C(C=CC=C1C=C2)OC(C)C (tert-butyl 2-fluoroethyl((S)-1-((R)-2,2,2-trifluoro-1-(3-(8-isopropoxyquinolin-2-yl)-[1,2,4]triazolo[4,3-a]pyridin-6-yl)ethyl)pyrrolidin-3-yl)carbamate). Reaction SMILES: [F:1][CH2:2][CH2:3][N:4]([C@H:12]1[CH2:16][CH2:15][N:14]([C@H:17]([C:22]2[CH:23]=[N:24][C:25]([NH:28][NH2:29])=[CH:26][CH:27]=2)[C:18]([F:21])([F:20])[F:19])[CH2:13]1)[C:5](=[O:11])[O:6][C:7]([CH3:10])([CH3:9])[CH3:8].C(=O)([O-])N.[CH:34]([O:37][C:38]1[CH:39]=[CH:40][CH:41]=[C:42]2[C:47]=1[N:46]=[C:45]([CH:48]=O)[CH:44]=[CH:43]2)([CH3:36])[CH3:35]>>[F:1][CH2:2][CH2:3][N:4]([C@H:12]1[CH2:16][CH2:15][N:14]([C@H:17]([C:22]2[CH:27]=[CH:26][C:25]3[N:24]([C:48]([C:45]4[CH:44]=[CH:43][C:42]5[C:47](=[C:38]([O:37][CH:34]([CH3:36])[CH3:35])[CH:39]=[CH:40][CH:41]=5)[N:46]=4)=[N:29][N:28]=3)[CH:23]=2)[C:18]([F:21])([F:19])[F:20])[CH2:13]1)[C:5](=[O:11])[O:6][C:7]([CH3:10])([CH3:9])[CH3:8]. Procedure details: Prepared as described in Example 9B, Step F, using tert-butyl 2-fluoroethyl((S)-1-((R)-2,2,2-trifluoro-1-(6-hydrazinylpyridin-3-yl)ethyl)pyrrolidin-3-yl)carbamate (0.10 g, 0.237 mmol) in place of tert-butyl (S)-1-((R)-2,2,2-trifluoro-1-(6-hydrazinylpyridin-3-yl)ethyl)pyrrolidin-3-yl)carbamate and using 8-isopropoxyquinoline-2-carbaldehyde (0.051 g, 0.237 mmol) in place of 8-methoxyquinoline-2-carbaldehyde. LCMS APCI (+) m/z 617 (M+H). Reactants: Cl.COC=1C=C(C=CC1OC)C=1C(C(N(N1)C1CCNCC1)=O)(C)C (5-(3,4-dimethoxyphenyl)-4,4-dimethyl-2-(piperidin-4-yl)-2,4-dihydro-3H-pyrazol-3-one hydrochloride), Cl.COC=1C=C(C=CC1OC)C=1C(C(N(N1)C1CCNCC1)=O)(C)C (5-(3,4-dimethoxyphenyl)-4,4-dimethyl-2-(piperidin-4-yl)-2,4-dihydro-3H-pyrazol-3-one hydrochloride), OC=1C=C2C=CC=C(C2=CC1)C(=O)O (6-hydroxynaphthalene-1-carboxylic acid). Product: COC=1C=C(C=CC1OC)C=1C(C(N(N1)C1CCN(CC1)C(=O)C1=CC=CC2=CC(=CC=C12)O)=O)(C)C (5-(3,4-Dimethoxyphenyl)-2-{1-[(6-hydroxynaphthalen-1-yl)carbonyl]piperidin-4-yl}-4,4-dimethyl-2,4-dihydro-3H-pyrazol-3-one). As a reaction SMILES: Cl.[CH3:2][O:3][C:4]1[CH:5]=[C:6]([C:12]2[C:13]([CH3:25])([CH3:24])[C:14](=[O:23])[N:15]([CH:17]3[CH2:22][CH2:21][NH:20][CH2:19][CH2:18]3)[N:16]=2)[CH:7]=[CH:8][C:9]=1[O:10][CH3:11].[OH:26][C:27]1[CH:28]=[C:29]2[C:34](=[CH:35][CH:36]=1)[C:33]([C:37](O)=[O:38])=[CH:32][CH:31]=[CH:30]2>>[CH3:2][O:3][C:4]1[CH:5]=[C:6]([C:12]2[C:13]([CH3:25])([CH3:24])[C:14](=[O:23])[N:15]([CH:17]3[CH2:22][CH2:21][N:20]([C:37]([C:33]4[C:34]5[C:29](=[CH:28][C:27]([OH:26])=[CH:36][CH:35]=5)[CH:30]=[CH:31][CH:32]=4)=[O:38])[CH2:19][CH2:18]3)[N:16]=2)[CH:7]=[CH:8][C:9]=1[O:10][CH3:11] |f:0.1|. Procedure details: The title compound is prepared analogously as described for GP2-WU2 using 5-(3,4-dimethoxyphenyl)-4,4-dimethyl-2-(piperidin-4-yl)-2,4-dihydro-3H-pyrazol-3-one (compound B1) and 6-hydroxynaphthalene-1-carboxylic acid as starting compounds. The crude product is purified by chromatography (amino phase silica gel and DCM) to yield the title compound. The reactants are COC1=C(CN2[C@@H]([C@@H](C2=O)N2C(C3=CC=CC=C3C2=O)=O)[C@H]2OC(OC2)(C)C)C=CC(=C1)OC (2-((2S,3S)-1-(2,4-dimethoxybenzyl)-2-((R)-2,2-dimethyl-1,3-dioxolan-4-yl)-4-oxoazetidin-3-yl)isoindoline-1,3-dione), O.NN (hydrazine hydrate). The solvent is CCO (EtOH). Yields the product N[C@@H]1C(N([C@@H]1[C@H]1OC(OC1)(C)C)CC1=C(C=C(C=C1)OC)OC)=O ((3S,4S)-3-amino-1-(2,4-dimethoxybenzyl)-4-((R)-2,2-dimethyl-1,3-dioxolan-4-yl)azetidin-2-one). RXN SMILES: [CH3:1][O:2][C:3]1[CH:32]=[C:31]([O:33][CH3:34])[CH:30]=[CH:29][C:4]=1[CH2:5][N:6]1[C:9](=[O:10])[C@@H:8]([N:11]2C(=O)C3C(=CC=CC=3)C2=O)[C@H:7]1[C@@H:22]1[CH2:26][O:25][C:24]([CH3:28])([CH3:27])[O:23]1.O.NN>CCO>[NH2:11][C@H:8]1[C@@H:7]([C@@H:22]2[CH2:26][O:25][C:24]([CH3:28])([CH3:27])[O:23]2)[N:6]([CH2:5][C:4]2[CH:29]=[CH:30][C:31]([O:33][CH3:34])=[CH:32][C:3]=2[O:2][CH3:1])[C:9]1=[O:10] |f:1.2|. Procedure details: To a solution of crude 2-((2S,3S)-1-(2,4-dimethoxybenzyl)-2-((R)-2,2-dimethyl-1,3-dioxolan-4-yl)-4-oxoazetidin-3-yl)isoindoline-1,3-dione (631 g, 1.143 mol, assumed quantitative conversion from step 2) in EtOH (8.2 L) was added hydrazine hydrate (235 mL, 50-60%, ˜4 mol) over 20 min. The resulting mixture was heated to reflux for 3 h, cooled to rt, filtered, washed with EtOH and concentrated in vacuo. The residue was slurried in EtOAc (4 L), filtered and washed with water (2×1 L). Reactants: C(C)C(CC)N (1-ethylpropylamine), C1COS(=O)(=O)C1 (1,3-propane sultone). Run in O1CCCC1 (tetrahydrofuran), C1CCOC1 (THF). Yields the product CCC(CC)NCCCS(=O)(=O)O (3-(3-pentyl)amino-1-propanesulfonic acid). As a reaction SMILES: [CH2:1]([CH:3]([NH2:6])[CH2:4][CH3:5])[CH3:2].[CH2:7]1[CH2:13][S:10](=[O:12])(=[O:11])[O:9][CH2:8]1>O1CCCC1>[CH3:2][CH2:1][CH:3]([NH:6][CH2:8][CH2:7][CH2:13][S:10]([OH:12])(=[O:11])=[O:9])[CH2:4][CH3:5]. Procedure details: To a solution of 1-ethylpropylamine (10.0 g, 115 mmol) in tetrahydrofuran (80 mL) was added a solution of 1,3-propane sultone (13.7 g, 110 mmol) in 20 mL of THF. The solution was stirred at reflux for 2 hours. The reaction mixture was cooled to room temperature. The solid product was collected by filtration, washed with acetone (2×50 mL), and dried in vacuo., to afford compound DD (18.1, 80%): 1H NMR (D2O, 500 MHz) 8 ppm 3.08 (t, 2H, J=7.3 Hz), 3.01 (m, 1H), 2.87 (t, 2H, J=7.3 Hz) 2.00 (m, 2H), ...